Dataset: the Open Reaction Database (ORD), a public repository of structured organic reaction records. Task: describe an organic reaction: reactants, conditions, products, and yield The solvent is C1CCOC1 (THF). Conditions: time 2 hour. Yield: 90.6%. The reactants are C(C)OC(=O)C1=CC=CC2=CC=CC(=C12)CC (8-ethyl-naphthalene-1-carboxylic acid ethyl ester), O (H2O), Cl (HCl), [H-].C(C(C)C)[Al+]CC(C)C (diisobutyl aluminium hydride). Reaction SMILES: C([O:3][C:4]([C:6]1[C:15]2[C:10](=[CH:11][CH:12]=[CH:13][C:14]=2[CH2:16][CH3:17])[CH:9]=[CH:8][CH:7]=1)=O)C.[H-].C([Al+]CC(C)C)C(C)C.O.Cl>C1COCC1>[CH2:16]([C:14]1[CH:13]=[CH:12][CH:11]=[C:10]2[C:15]=1[C:6]([CH2:4][OH:3])=[CH:7][CH:8]=[CH:9]2)[CH3:17] |f:1.2|. Procedure: A solution of 8-ethyl-naphthalene-1-carboxylic acid ethyl ester (1.04 g) in THF (30 ml) was cooled to 0° C. and treated with diisobutyl aluminium hydride solution (11.4 ml; 1.2 M in toluene). The reaction mixture was stirred for 2 hrs at r.t., then again cooled to 0° C. and treated with H2O (50 ml) and 0.1N HCl (50 ml). The mixture was extracted with EtOAc. The organics were dried over MgSO4, filtered and concentrated. The crude product was purified by column chromatography (silica gel; gradient... The product is C(C)C=1C=CC=C2C=CC=C(C12)CO ((8-ethyl-naphthalen-1-yl)-methanol). The reactants are C=CCc1c(O)cccc1N1C(=O)C2=C(CCCC2)C1=O, Cc1ccc(S(=O)(=O)O)cc1, Cc1ccccc1C. The product is CC1Cc2c(cccc2N2C(=O)C3=C(CCCC3)C2=O)O1. As a reaction SMILES: [CH2:1]([CH:2]=[CH2:3])[c:4]1[c:5]([N:11]2[C:12](=[O:21])[C:13]3=[C:14]([C:15]2=[O:16])[CH2:17][CH2:18][CH2:19][CH2:20]3)[cH:6][cH:7][cH:8][c:9]1[OH:10].[CH3:22][c:23]1[cH:24][cH:25][c:26]([S:27]([OH:28])(=[O:29])=[O:30])[cH:31][cH:32]1.[c:33]1([CH3:34])[c:35]([CH3:36])[cH:37][cH:38][cH:39][cH:40]1>>[CH2:1]1[CH:2]([CH3:3])[O:10][c:9]2[c:4]1[c:5]([N:11]1[C:12](=[O:21])[C:13]3=[C:14]([C:15]1=[O:16])[CH2:17][CH2:18][CH2:19][CH2:20]3)[cH:6][cH:7][cH:8]2. Reactants: C=1C=CC(=CC1)P(C=2C=CC=CC2)C3=CC=C4C=CC=CC4=C3C5=C6C=CC=CC6=CC=C5P(C=7C=CC=CC7)C=8C=CC=CC8 (BINAP), BrC=1C=C2CCC(C2=CC1OC)=O (5-bromo-6-methoxy-2,3-dihydro-1H-inden-1-one), N1CCOCC1 (morpholine), C([O-])([O-])=O.[Cs+].[Cs+] (cesium carbonate). Reagents/catalysts: C=1C=CC(=CC1)/C=C/C(=O)/C=C/C2=CC=CC=C2.C=1C=CC(=CC1)/C=C/C(=O)/C=C/C2=CC=CC=C2.C=1C=CC(=CC1)/C=C/C(=O)/C=C/C2=CC=CC=C2.[Pd].[Pd] (Pd2(dba)3). Solvent: C1(=CC=CC=C1)C (toluene). Run at temperature 110 celsius. Yields the product COC1=C(C=C2CCC(C2=C1)=O)N1CCOCC1 (6-methoxy-5-morpholino-2,3-dihydro-1H-inden-1-one). Reaction SMILES: Br[C:2]1[CH:3]=[C:4]2[C:8](=[CH:9][C:10]=1[O:11][CH3:12])[C:7](=[O:13])[CH2:6][CH2:5]2.[NH:14]1[CH2:19][CH2:18][O:17][CH2:16][CH2:15]1.C(=O)([O-])[O-].[Cs+].[Cs+].C1C=CC(P(C2C(C3C(P(C4C=CC=CC=4)C4C=CC=CC=4)=CC=C4C=3C=CC=C4)=C3C(C=CC=C3)=CC=2)C2C=CC=CC=2)=CC=1>C1(C)C=CC=CC=1.C1C=CC(/C=C/C(/C=C/C2C=CC=CC=2)=O)=CC=1.C1C=CC(/C=C/C(/C=C/C2C=CC=CC=2)=O)=CC=1.C1C=CC(/C=C/C(/C=C/C2C=CC=CC=2)=O)=CC=1.[Pd].[Pd]>[CH3:12][O:11][C:10]1[CH:9]=[C:8]2[C:4]([CH2:5][CH2:6][C:7]2=[O:13])=[CH:3][C:2]=1[N:14]1[CH2:19][CH2:18][O:17][CH2:16][CH2:15]1 |f:2.3.4,7.8.9.10.11|. Procedure: A solution of 5-bromo-6-methoxy-2,3-dihydro-1H-inden-1-one (11) (1 g, 4.149 mmol) and morpholine (0.36 g, 4.149 mmol) in toluene 15 mL was added cesium carbonate (2.69 g, 8.298 mmol). The reaction was degassed and purged with nitrogen for 10 min. Pd2(dba)3 (189.3 mg, 0.207 mmol) and BINAP (64.5 mg, 0.103 mmol) was added, degassed and purged and with nitrogen for another 10 min. The reaction was heated to 110° C. overnight under sealed microwave vial. After completion of the starting material, th... The reactants are C(C)OC(=O)C=1C(=C2C(=C(N1)C#N)N(C=C2)C2=CC=CC=C2)OC(C)=O (4-Acetoxy-7-cyano-1-phenyl-1H-pyrrolo[2,3-c]pyridine-5-carboxylic acid ethyl ester), C1CC(=O)N(C1=O)Br (NBS), C(=O)(C1=CC=CC=C1)OOC(=O)C1=CC=CC=C1 (BzOOBz). The product is C(C)OC(=O)C=1C(=C2C(=C(N1)C#N)N(C=C2Br)C2=CC=CC=C2)OC(C)=O (4-Acetoxy-3-bromo-7-cyano-1-phenyl-1H-pyrrolo[2,3-c]pyridine-5-carboxylic acid ethyl ester). As a reaction SMILES: [CH2:1]([O:3][C:4]([C:6]1[C:7]([O:23][C:24](=[O:26])[CH3:25])=[C:8]2[CH:16]=[CH:15][N:14]([C:17]3[CH:22]=[CH:21][CH:20]=[CH:19][CH:18]=3)[C:9]2=[C:10]([C:12]#[N:13])[N:11]=1)=[O:5])[CH3:2].C1C(=O)N([Br:34])C(=O)C1.C(OOC(C1C=CC=CC=1)=O)(C1C=CC=CC=1)=O>>[CH2:1]([O:3][C:4]([C:6]1[C:7]([O:23][C:24](=[O:26])[CH3:25])=[C:8]2[C:16]([Br:34])=[CH:15][N:14]([C:17]3[CH:18]=[CH:19][CH:20]=[CH:21][CH:22]=3)[C:9]2=[C:10]([C:12]#[N:13])[N:11]=1)=[O:5])[CH3:2]. Reported procedure: Prepared in analogy to a bromination procedure in that of Example 103(a) from 4-Acetoxy-7-cyano-1-phenyl-1H-pyrrolo[2,3-c]pyridine-5-carboxylic acid ethyl ester, NBS and BzOOBz. The title compound, ESI MS (m/z): 428 (M+H)+.